The task is: describe an organic reaction: reactants, conditions, products, and yield. This data is from the Open Reaction Database (ORD), a public repository of structured organic reaction records. Starting materials: C(C)(C)(C)OC(=O)N([C@H](C)C1=CC=CC2=CC=CC=C12)CC1C(CN(CC1)C(=O)C=1C=C(C(=O)OC)C=CC1)C1=CC=CC=C1 (methyl 3-{[4-({(tert-butoxycarbonyl)[(1R)-1-(1-naphthyl)ethyl]amino}methyl)-3-phenylpiperidin-1-yl]carbonyl}benzoate), C1CCOC1 (THF), [OH-].[Na+] (sodium hydroxide), Cl (hydrochloric acid). Run in CO (methanol). Reaction conditions: time 8 hour. Product: C(C)(C)(C)OC(=O)N([C@H](C)C1=CC=CC2=CC=CC=C12)CC1C(CN(CC1)C(=O)C=1C=C(C(=O)O)C=CC1)C1=CC=CC=C1 (3-{[4-({(tert-butoxycarbonyl)[(1R)-1-(1-naphthyl)ethyl]amino}methyl)-3-phenylpiperidin-1-yl]carbonyl}benzoic acid), crude product. Reaction SMILES: [C:1]([O:5][C:6]([N:8]([CH2:21][CH:22]1[CH2:27][CH2:26][N:25]([C:28]([C:30]2[CH:31]=[C:32]([CH:37]=[CH:38][CH:39]=2)[C:33]([O:35]C)=[O:34])=[O:29])[CH2:24][CH:23]1[C:40]1[CH:45]=[CH:44][CH:43]=[CH:42][CH:41]=1)[C@@H:9]([C:11]1[C:20]2[C:15](=[CH:16][CH:17]=[CH:18][CH:19]=2)[CH:14]=[CH:13][CH:12]=1)[CH3:10])=[O:7])([CH3:4])([CH3:3])[CH3:2].C1COCC1.[OH-].[Na+].Cl>CO>[C:1]([O:5][C:6]([N:8]([CH2:21][CH:22]1[CH2:27][CH2:26][N:25]([C:28]([C:30]2[CH:31]=[C:32]([CH:37]=[CH:38][CH:39]=2)[C:33]([OH:35])=[O:34])=[O:29])[CH2:24][CH:23]1[C:40]1[CH:41]=[CH:42][CH:43]=[CH:44][CH:45]=1)[C@@H:9]([C:11]1[C:20]2[C:15](=[CH:16][CH:17]=[CH:18][CH:19]=2)[CH:14]=[CH:13][CH:12]=1)[CH3:10])=[O:7])([CH3:2])([CH3:3])[CH3:4] |f:2.3|. Reported procedure: To 122 mg of the obtained methyl 3-{[4-({(tert-butoxycarbonyl)[(1R)-1-(1-naphthyl)ethyl]amino}methyl)-3-phenylpiperidin-1-yl]carbonyl}benzoate were added 2.0 mL of THF, 1.0 mL of methanol, and 1.0 mL of a 1 M aqueous sodium hydroxide solution, followed by stirring at room temperature overnight. It was neutralized by addition of 1.1 mL of 1 M hydrochloric acid, and then extracted with ethyl acetate, and the organic layer was dried over anhydrous sodium sulfate. After filtration, the filtrate was ... Starting materials: C=CC(C)=C (isoprene), [Si](Cl)(Cl)(Cl)Cl (silicon tetrachloride), C=CC1=CC=CC=C1 (styrene), solution, C=CC1=CC=CC=C1 (styrene), C=CC(C)=C (isoprene), C=CC=C (1,3-butadiene), C=CC=C (1,3-butadiene), solution, C(CCC)[Li] (n-butyllithium), C=CC(C)=C (isoprene). Solvent: CCCCCC (hexane), CO (methanol), CCCCCC (hexane). Run at time 2 hour. Yields the product C=CC1=CC=CC=C1.C=CC(C)=C.C=CC=C (styrene/isoprene/butadiene). As a reaction SMILES: [CH2:1]=[CH:2][C:3](=[CH2:5])[CH3:4].[CH2:6]=[CH:7][C:8]1[CH:13]=[CH:12][CH:11]=[CH:10][CH:9]=1.[CH2:14]=[CH:15][CH:16]=[CH2:17].C([Li])CCC.[Si](Cl)(Cl)(Cl)Cl>CCCCCC.CO>[CH2:6]=[CH:7][C:8]1[CH:13]=[CH:12][CH:11]=[CH:10][CH:9]=1.[CH2:1]=[CH:2][C:3](=[CH2:4])[CH3:5].[CH2:14]=[CH:15][CH:16]=[CH2:17] |f:7.8.9|. Reported procedure: In this Example, an isoprene terminated, silicon coupled, styrene/isoprene/butadiene rubber (SIBR) was prepared in a two-reactor (10 liters each) continuous system at about 95° C. A premix containing styrene, isoprene and 1,3-butadiene in hexane was charged into the first polymerization reactor continuously at a rate of about 65.6 grams/minute. The premix monomer solution contained a ratio of styrene to isoprene to 1,3-butadiene of about 10:30:60 and had a total monomer concentration of about 14... Starting materials: C(C)(=O)C1(CCC1)C1=CC(=C(C=C1)Cl)Cl (1-Acetyl-1-(3,4-dichlorophenyl)cyclobutane), N1CCCC1 (pyrrolidine), Cl (hydrochloric acid). The solvent is C(=O)O (formic acid). The product is Cl.ClC=1C=C(C=CC1Cl)C1(CCC1)C(C)N1CCCC1 (N-1-[1-(3,4-dichlorophenyl)cyclobutyl]ethyl pyrrolidine hydrochloride). As a reaction SMILES: [C:1]([C:4]1([C:8]2[CH:13]=[CH:12][C:11]([Cl:14])=[C:10]([Cl:15])[CH:9]=2)[CH2:7][CH2:6][CH2:5]1)(=O)[CH3:2].[NH:16]1[CH2:20][CH2:19][CH2:18][CH2:17]1.Cl>C(O)=O>[ClH:14].[Cl:15][C:10]1[CH:9]=[C:8]([C:4]2([CH:1]([N:16]3[CH2:20][CH2:19][CH2:18][CH2:17]3)[CH3:2])[CH2:7][CH2:6][CH2:5]2)[CH:13]=[CH:12][C:11]=1[Cl:14] |f:4.5|. Reported procedure: 1-Acetyl-1-(3,4-dichlorophenyl)cyclobutane (7.0 g) prepared as described in Example 1 was slowly added to a mixture of pyrrolidine (25 ml) and 98% formic acid (15 ml) heated to 130°-135° C. for five hours. The mixture was stirred and heated at 160°-165° C. for sixteen hours. After cooling the mixture was poured into 5N hydrochloric acid (200 ml). The solution was washed with ether, basified with aqueous sodium hydroxide solution and extracted with ether. The ether extract was washed with water, ... Reactants: CCOC(=O)c1c[nH]c2c(Cl)ncnc12, CC(=O)c1cc(B2OC(C)(C)C(C)(C)O2)c(OCC2CC2)cc1C. The product is CCOC(=O)c1c[nH]c2c(-c3cc(C(C)=O)c(C)cc3OCC3CC3)ncnc12. Reaction SMILES: [CH2:1]([CH3:2])[O:3][C:4](=[O:5])[c:6]1[cH:7][nH:8][c:9]2[c:10]1[n:11][cH:12][n:13][c:14]2[Cl:15].[CH:16]1([CH2:19][O:20][c:21]2[cH:22][c:23]([CH3:39])[c:24]([C:36]([CH3:37])=[O:38])[cH:25][c:26]2[B:27]2[O:28][C:29]([CH3:30])([CH3:31])[C:32]([CH3:33])([CH3:34])[O:35]2)[CH2:17][CH2:18]1>>[CH2:1]([CH3:2])[O:3][C:4](=[O:5])[c:6]1[cH:7][nH:8][c:9]2[c:10]1[n:11][cH:12][n:13][c:14]2-[c:26]1[c:21]([O:20][CH2:19][CH:16]2[CH2:17][CH2:18]2)[cH:22][c:23]([CH3:39])[c:24]([C:36]([CH3:37])=[O:38])[cH:25]1.